This data is from the Open Reaction Database (ORD), a public repository of structured organic reaction records. The task is: describe an organic reaction: reactants, conditions, products, and yield Reactants: C(C(=O)Cl)(=O)Cl (oxalyl chloride), C(C)(=O)OCC (ethyl acetate), C1(=CC=CC=C1)CC(=O)N (2-Phenylacetamide), NC1=CC=C(OC2=CC(=NC=C2)NC(N(C)C)=O)C=C1 (3-[4-(4-Aminophenoxy)pyridin-2-yl]-1,1-dimethylurea). Solvent: ClCCCl (1,2-dichloroethane), CN(C=O)C (N,N-dimethylformamide). Run at temperature 110 celsius, time 8 hour. The product is CN(C(=O)NC1=NC=CC(=C1)OC1=CC=C(C=C1)NC(=O)NC(CC1=CC=CC=C1)=O)C (1,1-Dimetyl-3-{4-[4-(3-phenylacetylureido)phenoxy]pyridin-2-yl}urea). Isolated yield 5.1%. RXN SMILES: [C:1]1([CH2:7][C:8]([NH2:10])=[O:9])[CH:6]=[CH:5][CH:4]=[CH:3][CH:2]=1.C(Cl)(=O)[C:12](Cl)=[O:13].[NH2:17][C:18]1[CH:36]=[CH:35][C:21]([O:22][C:23]2[CH:28]=[CH:27][N:26]=[C:25]([NH:29][C:30](=[O:34])[N:31]([CH3:33])[CH3:32])[CH:24]=2)=[CH:20][CH:19]=1.C(OCC)(=O)C>ClCCCl.CN(C)C=O>[CH3:32][N:31]([CH3:33])[C:30]([NH:29][C:25]1[CH:24]=[C:23]([O:22][C:21]2[CH:35]=[CH:36][C:18]([NH:17][C:12]([NH:10][C:8](=[O:9])[CH2:7][C:1]3[CH:6]=[CH:5][CH:4]=[CH:3][CH:2]=3)=[O:13])=[CH:19][CH:20]=2)[CH:28]=[CH:27][N:26]=1)=[O:34]. Reported procedure: 2-Phenylacetamide (149 mg) was dissolved in 1,2-dichloroethane (10 ml) under a nitrogen atmosphere, and then oxalyl chloride (0.175 ml) was added thereto, followed by stirring at 110° C. overnight. The reaction mixture was concentrated under a reduced pressure to give a residue, which was then dissolved in N,N-dimethylformamide (3.4 ml) under a nitrogen atmosphere. 3-[4-(4-Aminophenoxy)pyridin-2-yl]-1,1-dimethylurea (100 mg) was then added thereto, followed by stirring for 30 min. The reaction m... Starting materials: CCCC[N+](CCCC)(CCCC)CCCC, C1CCOC1, Cc1cccc(-c2nc(-c3cncc(C#C[Si](C)(C)C)c3)c3cc[nH]c3n2)n1, [F-]. Yields the product C#Cc1cncc(-c2nc(-c3cccc(C)n3)nc3[nH]ccc23)c1. As a reaction SMILES: [CH2:30]([N+:31]([CH2:32][CH2:33][CH2:34][CH3:35])([CH2:36][CH2:37][CH2:38][CH3:39])[CH2:40][CH2:41][CH2:42][CH3:43])[CH2:44][CH2:45][CH3:46].[CH2:47]1[O:48][CH2:49][CH2:50][CH2:51]1.[CH3:1][c:2]1[cH:3][cH:4][cH:5][c:6](-[c:8]2[n:9][c:10](-[c:17]3[cH:18][n:19][cH:20][c:21]([C:23]#[C:24][Si:25]([CH3:26])([CH3:27])[CH3:28])[cH:22]3)[c:11]3[c:12]([n:13]2)[nH:14][cH:15][cH:16]3)[n:7]1.[F-:29]>>[CH3:1][c:2]1[cH:3][cH:4][cH:5][c:6](-[c:8]2[n:9][c:10](-[c:17]3[cH:18][n:19][cH:20][c:21]([C:23]#[CH:24])[cH:22]3)[c:11]3[c:12]([n:13]2)[nH:14][cH:15][cH:16]3)[n:7]1. Starting materials: OCc1ccc(Br)cc1, CCOC(C)=O, CC(C)[Si](S)(C(C)C)C(C)C, [KH], C1CCOC1, c1ccccc1. Yields the product CC(C)[Si](Sc1ccc(CO)cc1)(C(C)C)C(C)C. RXN SMILES: [Br:13][c:14]1[cH:15][cH:16][c:17]([CH2:18][OH:19])[cH:20][cH:21]1.[CH3:22][CH2:23][O:24][C:25](=[O:26])[CH3:27].[CH:1]([CH3:2])([CH3:3])[Si:4]([CH:5]([CH3:6])[CH3:7])([CH:8]([CH3:9])[CH3:10])[SH:11].[KH:12].[O:28]1[CH2:29][CH2:30][CH2:31][CH2:32]1.[cH:33]1[cH:34][cH:35][cH:36][cH:37][cH:38]1>>[CH:1]([CH3:2])([CH3:3])[Si:4]([CH:5]([CH3:6])[CH3:7])([CH:8]([CH3:9])[CH3:10])[S:11][c:14]1[cH:15][cH:16][c:17]([CH2:18][OH:19])[cH:20][cH:21]1. Procedure: The lactide obtained in Example 2 (19 g) and glycolide (1 g) were put into a 100-ml reaction vessel equipped with a stirrer and a nitrogen-introducing tube. After substitution of nitrogen gas was carried out three times, the mixture was stirred at 150° C. for 3 hours in a stream of nitrogen. To the resulting mixture was added 0.4 g of Baylith 5A [synthetic zeolite (Kurita Water Industries Ltd.) ]*2, and the temperature was raised to 195°±5° C. The pressure was reduced gradually to 20 mmHg over 3... Starting materials: C(C(O)C)(=O)O (lactic acid), C1C(=O)OCC(=O)O1 (glycolide), 5A, zeolite. As a reaction SMILES: [C:1]([OH:6])(=[O:5])[CH:2]([CH3:4])[OH:3].[CH2:7]1[O:14]C(=O)C[O:10][C:8]1=[O:9]>>[C:1]([OH:6])(=[O:5])[CH:2]([CH3:4])[OH:3].[C:8]([OH:10])(=[O:9])[CH2:7][OH:14] |f:2.3|. Conditions: temperature 150 celsius, time 3 hour. Product: C(C(O)C)(=O)O.C(CO)(=O)O (lactic acid glycolic acid). Reactants: FC=1C=C(C=NC2=CC=C(C=C2)S(N)(=O)=O)C=CC1F (N-(3,4-difluorobenzylidene)-4-sulfamoylaniline), C[Si](C)(C)C#N (trimethylsilyl cyanide). Yields the product FC=1C=C(C=CC1F)C(C#N)NC1=CC=C(C=C1)S(N)(=O)=O (α-(3,4-Difluorophenyl)-α-(4-sulfamoylanilino)acetonitrile), powder. Yield: 92.0%. As a reaction SMILES: [F:1][C:2]1[CH:3]=[C:4]([CH:17]=[CH:18][C:19]=1[F:20])[CH:5]=[N:6][C:7]1[CH:12]=[CH:11][C:10]([S:13](=[O:16])(=[O:15])[NH2:14])=[CH:9][CH:8]=1.C[Si]([C:25]#[N:26])(C)C>>[F:1][C:2]1[CH:3]=[C:4]([CH:5]([NH:6][C:7]2[CH:12]=[CH:11][C:10]([S:13](=[O:16])(=[O:15])[NH2:14])=[CH:9][CH:8]=2)[C:25]#[N:26])[CH:17]=[CH:18][C:19]=1[F:20]. Procedure: Following a procedure similar to that described in Example 1(ii), but using N-(3,4-difluorobenzylidene)-4-sulfamoylaniline [prepared as described in step (i) above] and trimethylsilyl cyanide as starting materials, the title compound was obtained as a slightly yellow powder (yield 92%). Nuclear Magnetic Resonance Spectrum (270 MHz, hexadeuterated dimethyl sulfoxide) δ ppm: The reactants are C(C)(=O)O[BH-](OC(C)=O)OC(C)=O.[Na+] (sodium triacetoxyborohydride), N[C@@H](C(=O)O)C1CC1 ((R)-2-amino-2-cyclopropylacetic acid), C(=O)C1=C2C(=NC=C1)N(C=C2C(=O)OC)C(=O)OC(C)(C)C (1-tert-butyl 3-methyl 4-formyl-1H-pyrrolo[2,3-b]pyridine-1,3-dicarboxylate). Procedure: To a 10 mL round bottom flask was added sodium triacetoxyborohydride (104 mg, 0.493 mmol), (R)-2-amino-2-cyclopropylacetic acid (37.8 mg, 0.329 mmol), and DCM (2 mL). The reaction mixture was stirred at room temperature in for 30 min, after which was added 1-tert-butyl 3-methyl 4-formyl-1H-pyrrolo[2,3-b]pyridine-1,3-dicarboxylate (50 mg, 0.164 mmol) in DCM (2 mL). The reaction was stirred at room temperature for 2 h and then quenched with MeOH (3 drops). The mixture was concentrated to afford th... Reaction conditions: time 30 minute. RXN SMILES: C(O[BH-](OC(=O)C)OC(=O)C)(=O)C.[Na+].[NH2:15][C@H:16]([CH:20]1[CH2:22][CH2:21]1)[C:17]([OH:19])=[O:18].[CH:23]([C:25]1[CH:30]=[CH:29][N:28]=[C:27]2[N:31]([C:38]([O:40][C:41]([CH3:44])([CH3:43])[CH3:42])=[O:39])[CH:32]=[C:33]([C:34]([O:36][CH3:37])=[O:35])[C:26]=12)=O>C(Cl)Cl>[C:41]([O:40][C:38]([N:31]1[C:27]2=[N:28][CH:29]=[CH:30][C:25]([CH2:23][NH:15][C@H:16]([CH:20]3[CH2:22][CH2:21]3)[C:17]([OH:19])=[O:18])=[C:26]2[C:33]([C:34]([O:36][CH3:37])=[O:35])=[CH:32]1)=[O:39])([CH3:44])([CH3:43])[CH3:42] |f:0.1|. The solvent is C(Cl)Cl (DCM), C(Cl)Cl (DCM). The product is C(C)(C)(C)OC(=O)N1C=C(C=2C1=NC=CC2CN[C@@H](C(=O)O)C2CC2)C(=O)OC ((R)-2-((1-(tert-butoxycarbonyl)-3-(methoxycarbonyl)-1H-pyrrolo[2,3-b]pyridin-4-yl)methylamino)-2-cyclopropylacetic acid). Reactants: FC(F)(F)c1ccc(C=Cc2nc(CCl)co2)cc1, [H-], [Na+], OCCc1nccn1CCCc1ccc(O)cc1. Yields the product OCCc1nccn1CCCc1ccc(OCc2coc(C=Cc3ccc(C(F)(F)F)cc3)n2)cc1. Reaction SMILES: [F:21][C:22]([c:23]1[cH:24][cH:25][c:26]([CH:29]=[CH:30][c:31]2[o:32][cH:33][c:34]([CH2:36][Cl:37])[n:35]2)[cH:27][cH:28]1)([F:38])[F:39].[H-:1].[Na+:2].[OH:3][CH2:4][CH2:5][c:6]1[n:7]([CH2:11][CH2:12][CH2:13][c:14]2[cH:15][cH:16][c:17]([OH:20])[cH:18][cH:19]2)[cH:8][cH:9][n:10]1>>[OH:3][CH2:4][CH2:5][c:6]1[n:7]([CH2:11][CH2:12][CH2:13][c:14]2[cH:15][cH:16][c:17]([O:20][CH2:36][c:34]3[cH:33][o:32][c:31]([CH:30]=[CH:29][c:26]4[cH:25][cH:24][c:23]([C:22]([F:21])([F:38])[F:39])[cH:28][cH:27]4)[n:35]3)[cH:18][cH:19]2)[cH:8][cH:9][n:10]1.